This data is from the Open Reaction Database (ORD), a public repository of structured organic reaction records. The task is: describe an organic reaction: reactants, conditions, products, and yield Reactants: O=C1CCC(=O)N1Br, COC(=O)c1cc2[nH]cnc2c(F)c1Nc1ccccc1, CN(C)C=O. Yields the product COC(=O)c1cc2[nH]cnc2c(F)c1Nc1ccc(Br)cc1. Reaction SMILES: [Br:22][N:23]1[C:24](=[O:25])[CH2:26][CH2:27][C:28]1=[O:29].[CH3:1][O:2][C:3](=[O:4])[c:5]1[cH:6][c:7]2[c:8]([n:9][cH:10][nH:11]2)[c:12]([F:21])[c:13]1[NH:14][c:15]1[cH:16][cH:17][cH:18][cH:19][cH:20]1.[CH3:30][N:31]([CH3:32])[CH:33]=[O:34]>>[CH3:1][O:2][C:3](=[O:4])[c:5]1[cH:6][c:7]2[c:8]([n:9][cH:10][nH:11]2)[c:12]([F:21])[c:13]1[NH:14][c:15]1[cH:16][cH:17][c:18]([Br:22])[cH:19][cH:20]1. Yields the product FC1=C(C=CC(=C1)F)C1=CC=C(C=C1)C(CC(=O)O)C (3-(2',4'-difluoro-4-biphenylyl)butyric acid). RXN SMILES: C([O:3][C:4](=[O:23])[CH2:5][C:6]([C:9]1[CH:14]=[CH:13][C:12]([C:15]2[CH:20]=[CH:19][C:18]([F:21])=[CH:17][C:16]=2[F:22])=[CH:11][CH:10]=1)(O)[CH3:7])C.I.OS([O-])=O.[Na+]>C(O)(=O)C>[F:22][C:16]1[CH:17]=[C:18]([F:21])[CH:19]=[CH:20][C:15]=1[C:12]1[CH:13]=[CH:14][C:9]([CH:6]([CH3:7])[CH2:5][C:4]([OH:23])=[O:3])=[CH:10][CH:11]=1 |f:2.3|. Starting materials: C(C)OC(CC(C)(O)C1=CC=C(C=C1)C1=C(C=C(C=C1)F)F)=O (3-(2',4'-difluoro-4-biphenylyl)-3-hydroxybutyric acid ethyl ester), hydroxy acid, 3-(2',4°-difluoro-4-biphenylyl)-2-butenoic acid, I (hydriodic acid), OS(=O)[O-].[Na+] (NaHSO3). Procedure: 1 g. of 3-(2',4'-difluoro-4-biphenylyl)-3-hydroxybutyric acid ethyl ester, or the corresponding free hydroxy acid or 3-(2',4°-difluoro-4-biphenylyl)-2-butenoic acid, is heated with 2 ml. of 67% hydriodic acid and 4 ml of acetic acid at 150° for 1 hour and the mixture is poured onto ice and decolorized with NaHSO3 solution. After the customary work up, 3-(2',4'-difluoro-4-biphenylyl)butyric acid, m.p. 109°-110°, is obtained. Solvent: C(C)(=O)O (acetic acid). Starting materials: NC[C@H]1N(CCC[C@H]1C)C(=O)C1=C(C=CC(=C1)C)C=1C=NN(C1)C (((2S,3R)-2-(aminomethyl)-3-methylpiperidin-1-yl)(5-methyl-2-(1-methyl-1H-pyrazol-4-yl)phenyl)methanone), C[C@H]1[C@H](N(CCC1)C(C1=NC(=CC=C1C1=NC=CC=N1)C)=O)CN1C(C2=CC=CC=C2C1=O)=O (2-(((2S,3R)-3-methyl-1-(6-methyl-3-(pyrimidin-2-yl)picolinoyl)piperidin-2-yl)methyl)isoindoline-1,3-dione). Product: NC[C@H]1N(CCC[C@H]1C)C(=O)C1=NC(=CC=C1C1=NC=CC=N1)C (((2S,3R)-2-(Aminomethyl)-3-methylpiperidin-1-yl)(6-methyl-3-(pyrimidin-2-yl)pyridin-2-yl)methanone). Reaction SMILES: NC[C@@H]1[C@H](C)CCCN1C(C1C=C(C)C=CC=1C1C=NN(C)C=1)=O.[CH3:25][C@@H:26]1[CH2:31][CH2:30][CH2:29][N:28]([C:32](=[O:46])[C:33]2[C:38]([C:39]3[N:44]=[CH:43][CH:42]=[CH:41][N:40]=3)=[CH:37][CH:36]=[C:35]([CH3:45])[N:34]=2)[C@@H:27]1[CH2:47][N:48]1C(=O)C2C(=CC=CC=2)C1=O>>[NH2:48][CH2:47][C@@H:27]1[C@H:26]([CH3:25])[CH2:31][CH2:30][CH2:29][N:28]1[C:32]([C:33]1[C:38]([C:39]2[N:44]=[CH:43][CH:42]=[CH:41][N:40]=2)=[CH:37][CH:36]=[C:35]([CH3:45])[N:34]=1)=[O:46]. Reported procedure: The title compound was prepared following the same general protocol as described for ((2S,3R)-2-(aminomethyl)-3-methylpiperidin-1-yl)(5-methyl-2-(1-methyl-1H-pyrazol-4-yl)phenyl)methanone in Example A1, using 2-(((2S,3R)-3-methyl-1-(6-methyl-3-(pyrimidin-2-yl)picolinoyl)piperidin-2-yl)methyl)isoindoline-1,3-dione. ESI-MS (m/z): 326 [M+1]+. Starting materials: C(C)OC(=O)C=1C(OC2=C(C1C1=CC=CC=C1)C=C(C=C2)C)=O (6-methyl-2-oxo-4-phenyl-2H-1-benzopyran-3-carboxylic acid ethyl ester), [H][H] (hydrogen). The reagents and catalysts are [C].[Pd] (palladium-carbon). The solvent is C(C)(=O)O (acetic acid). Product: C(C)OC(=O)C1C(OC2=C(C1C1=CC=CC=C1)C=C(C=C2)C)=O (3,4-dihydro-6-methyl-2-oxo-4-phenyl-2H-1-benzopyran-3-carboxylic acid ethyl ester). Yield: 82.8%. RXN SMILES: [CH2:1]([O:3][C:4]([C:6]1[C:7](=[O:23])[O:8][C:9]2[CH:21]=[CH:20][C:19]([CH3:22])=[CH:18][C:10]=2[C:11]=1[C:12]1[CH:17]=[CH:16][CH:15]=[CH:14][CH:13]=1)=[O:5])[CH3:2].[H][H]>C(O)(=O)C.[C].[Pd]>[CH2:1]([O:3][C:4]([CH:6]1[CH:11]([C:12]2[CH:17]=[CH:16][CH:15]=[CH:14][CH:13]=2)[C:10]2[CH:18]=[C:19]([CH3:22])[CH:20]=[CH:21][C:9]=2[O:8][C:7]1=[O:23])=[O:5])[CH3:2] |f:3.4|. Procedure details: To a solution of 6-methyl-2-oxo-4-phenyl-2H-1-benzopyran-3-carboxylic acid ethyl ester (15.0 g) in acetic acid (150 ml) was added 10% palladium-carbon (3.0 g), followed by stirring at 80° C. in a hydrogen atmosphere (4 to 5 atm) for 4.5 hours. After the catalyst was filtered off, the filtrate was distilled to remove the solvent, followed by treatment of the residue with isopropyl ether, to yield 3,4-dihydro-6-methyl-2-oxo-4-phenyl-2H-1-benzopyran-3-carboxylic acid ethyl ester as colorless crysta...